Dataset: the Open Reaction Database (ORD), a public repository of structured organic reaction records. Task: describe an organic reaction: reactants, conditions, products, and yield Reactants: CCO, Cl, CC(C)(C)OC(=O)NC1CN(C2CCCCC2)c2ccccc2NC1=O, C1COCCO1. The product is NC1CN(C2CCCCC2)c2ccccc2NC1=O. As a reaction SMILES: [CH3:27][CH2:28][OH:29].[ClH:36].[O:1]=[C:2]1[CH:3]([NH:19][C:20]([O:21][C:22]([CH3:23])([CH3:24])[CH3:25])=[O:26])[CH2:4][N:5]([CH:13]2[CH2:14][CH2:15][CH2:16][CH2:17][CH2:18]2)[c:6]2[c:7]([cH:9][cH:10][cH:11][cH:12]2)[NH:8]1.[O:30]1[CH2:31][CH2:32][O:33][CH2:34][CH2:35]1>>[O:1]=[C:2]1[CH:3]([NH2:19])[CH2:4][N:5]([CH:13]2[CH2:14][CH2:15][CH2:16][CH2:17][CH2:18]2)[c:6]2[c:7]([cH:9][cH:10][cH:11][cH:12]2)[NH:8]1. Reactants: Cl (hydrochloric acid), FC(C(=O)N(N)C1=NC=C(C=C1)\C=C\C1=CC=C(C=C1)C(F)(F)F)(F)F (2,2,2-Trifluoro-N-(5-{(E)-2-[4-(trifluoromethyl)phenyl]ethenyl}pyridin-2-yl)acetohydrazide), C(O)([O-])=O.[Na+] (sodium hydrogencarbonate). The solvent is C(C)O (ethanol). The product is N(N)C1=NC=C(C=C1)\C=C\C1=CC=C(C=C1)C(F)(F)F (2-Hydrazinyl-5-{(E)-2-[4-(trifluoromethyl)phenyl]ethenyl}pyridine). Isolated yield 62.4%. Reaction SMILES: FC(F)(F)C([N:5]([C:7]1[CH:12]=[CH:11][C:10](/[CH:13]=[CH:14]/[C:15]2[CH:20]=[CH:19][C:18]([C:21]([F:24])([F:23])[F:22])=[CH:17][CH:16]=2)=[CH:9][N:8]=1)[NH2:6])=O.Cl.C(=O)([O-])O.[Na+]>C(O)C>[NH:5]([C:7]1[CH:12]=[CH:11][C:10](/[CH:13]=[CH:14]/[C:15]2[CH:20]=[CH:19][C:18]([C:21]([F:24])([F:22])[F:23])=[CH:17][CH:16]=2)=[CH:9][N:8]=1)[NH2:6] |f:2.3|. Reported procedure: 2,2,2-Trifluoro-N-(5-{(E)-2-[4-(trifluoromethyl)phenyl]ethenyl}pyridin-2-yl)acetohydrazide (0.17 g) was dissolved in ethanol (5 mL). To the solution, concentrated hydrochloric acid (1 mL) was added at room temperature, and the mixture was heated to reflux for 2 hours. A saturated aqueous sodium hydrogencarbonate solution was added to the reaction solution, followed by extraction with dichloromethane. The organic layer was dried over sodium sulfate. The solvent was distilled off under reduced pre...